From a dataset of the Open Reaction Database (ORD), a public repository of structured organic reaction records. describe an organic reaction: reactants, conditions, products, and yield The reactants are N1=CC=C(C=C1)C1=CC=C(O1)C(=O)OC (methyl 5-(4-pyridyl)-2-furancarboxylate), [OH-].[Na+] (sodium hydroxide). The solvent is C(C)O (ethanol). Reaction conditions: time 2 hour. Product: N1=CC=C(C=C1)C1=CC=C(O1)C(=O)O (5-(4-Pyridyl)-2-furancarboxylic Acid). Yield: 63.4%. Reaction SMILES: [N:1]1[CH:6]=[CH:5][C:4]([C:7]2[O:11][C:10]([C:12]([O:14]C)=[O:13])=[CH:9][CH:8]=2)=[CH:3][CH:2]=1.[OH-].[Na+]>C(O)C>[N:1]1[CH:2]=[CH:3][C:4]([C:7]2[O:11][C:10]([C:12]([OH:14])=[O:13])=[CH:9][CH:8]=2)=[CH:5][CH:6]=1 |f:1.2|. Procedure details: To a solution of the obtained methyl 5-(4-pyridyl)-2-furancarboxylate (100 mg) in ethanol (10 ml) was added 1 N sodium hydroxide solution (4 ml) and the solution was stirred at room temperature for 2 hours. The reaction solution was concentrated and the residue was dissolved in water, to which was added 1 N hydrochloric acid (4 ml). The precipitate was filtered, washed with water and dried to give the title compound (59 mg). The reactants are CC(C(=O)O)C(=O)NCc1cc(F)cc(F)c1F, CN1C(=O)C(N)c2ccccc2-c2ccccc21. The product is CC(C(=O)NCc1cc(F)cc(F)c1F)C(=O)NC1C(=O)N(C)c2ccccc2-c2ccccc21. As a reaction SMILES: [CH3:19][CH:20]([C:21](=[O:22])[OH:23])[C:24](=[O:25])[NH:26][CH2:27][c:28]1[c:29]([F:36])[c:30]([F:35])[cH:31][c:32]([F:34])[cH:33]1.[NH2:1][CH:2]1[c:3]2[c:4]([cH:15][cH:16][cH:17][cH:18]2)-[c:5]2[c:6]([cH:11][cH:12][cH:13][cH:14]2)[N:7]([CH3:10])[C:8]1=[O:9]>>[NH:1]([CH:2]1[c:3]2[c:4]([cH:15][cH:16][cH:17][cH:18]2)-[c:5]2[c:6]([cH:11][cH:12][cH:13][cH:14]2)[N:7]([CH3:10])[C:8]1=[O:9])[C:21]([CH:20]([CH3:19])[C:24](=[O:25])[NH:26][CH2:27][c:28]1[c:29]([F:36])[c:30]([F:35])[cH:31][c:32]([F:34])[cH:33]1)=[O:22]. Reactants: CCO, CSC(=C[N+](=O)[O-])SC, SCCCNCc1cccnc1. Product: O=[N+]([O-])C=C1SCCCN1Cc1cccnc1. Reaction SMILES: [CH3:22][CH2:23][OH:24].[N+:13](=[O:14])([O-:15])[CH:16]=[C:17]([S:18][CH3:19])[S:20][CH3:21].[n:1]1[cH:2][c:3]([CH2:7][NH:8][CH2:9][CH2:10][CH2:11][SH:12])[cH:4][cH:5][cH:6]1>>[n:1]1[cH:2][c:3]([CH2:7][N:8]2[CH2:9][CH2:10][CH2:11][S:12][C:17]2=[CH:16][N+:13](=[O:14])[O-:15])[cH:4][cH:5][cH:6]1. The reactants are ClC1=C2C(=NC(=C1)C1=C3C=NNC3=CC=C1)N(N=C2)C (4-Chloro-6-(1H-indazol-4-yl)-1-methyl-1H-pyrazolo[3,4-b]pyridine), CNC(=O)C=1C=C(C=CC1)B(O)O (3-(N-methylaminocarbonyl)phenyl boronic acid), C([O-])([O-])=O.[Na+].[Na+] (Sodium carbonate). Reagents/catalysts: Cl[Pd]([P](C1=CC=CC=C1)(C2=CC=CC=C2)C3=CC=CC=C3)([P](C4=CC=CC=C4)(C5=CC=CC=C5)C6=CC=CC=C6)Cl (bis(triphenylphosphine)palladium(II) chloride). Solvent: C(C)#N (acetonitrile), O (Water), O (water). Run at temperature 130 celsius. The product is N1N=CC2=C(C=CC=C12)C1=CC(=C2C(=N1)N(N=C2)C)C=2C=C(C(=O)NC)C=CC2 (3-(6-(1H-indazol-4-yl)-1-methyl-1H-pyrazolo[3,4-b]pyridin-4-yl)-N-methylbenzamide). Reaction SMILES: Cl[C:2]1[CH:7]=[C:6]([C:8]2[CH:16]=[CH:15][CH:14]=[C:13]3[C:9]=2[CH:10]=[N:11][NH:12]3)[N:5]=[C:4]2[N:17]([CH3:20])[N:18]=[CH:19][C:3]=12.[CH3:21][NH:22][C:23]([C:25]1[CH:26]=[C:27](B(O)O)[CH:28]=[CH:29][CH:30]=1)=[O:24].C(=O)([O-])[O-].[Na+].[Na+]>C(#N)C.O.Cl[Pd](Cl)([P](C1C=CC=CC=1)(C1C=CC=CC=1)C1C=CC=CC=1)[P](C1C=CC=CC=1)(C1C=CC=CC=1)C1C=CC=CC=1>[NH:12]1[C:13]2[C:9](=[C:8]([C:6]3[N:5]=[C:4]4[N:17]([CH3:20])[N:18]=[CH:19][C:3]4=[C:2]([C:29]4[CH:30]=[C:25]([CH:26]=[CH:27][CH:28]=4)[C:23]([NH:22][CH3:21])=[O:24])[CH:7]=3)[CH:16]=[CH:15][CH:14]=2)[CH:10]=[N:11]1 |f:2.3.4,^1:46,65|. Reported procedure: 4-Chloro-6-(1H-indazol-4-yl)-1-methyl-1H-pyrazolo[3,4-b]pyridine 7 (80 mg, 0.28 mmol) and 3-(N-methylaminocarbonyl)phenyl boronic acid (1.4 equiv.) were suspended in 2 ml acetonitrile. Sodium carbonate (3 equiv., 92 mg) and bis(triphenylphosphine)palladium(II) chloride (0.05 equiv.) were added as a solution in water (0.5 ml). The reaction mixture was heated in microwave at 130° C. for 20 min. Water was added to the mixture, and the precipitated product was filtered and purified by column chromat...